describe an organic reaction: reactants, conditions, products, and yield From a dataset of the Open Reaction Database (ORD), a public repository of structured organic reaction records. The reactants are 85.2, C1(CCCCC1)N(C(CC(=O)C)=O)OC (N-cyclohexyl-N-methoxyacetoacetamide), C(C)(=O)OC(C=O)C (α-acetoxypropionaldehyde), 19.4, C(C(C)C)O (isobutanol). The reagents and catalysts are [Fe] (iron). The solvent is O (Water). Run at time 7.5 hour. Yields the product 88.5, CON(C(=O)C1=C(OC(=C1)C)C)C1CCCCC1 (O-methyl-N-cyclohexyl-2,5-dimethylfuran-3-hydroxamic acid). Reaction SMILES: [CH:1]1([N:7]([O:14][CH3:15])[C:8](=[O:13])[CH2:9][C:10]([CH3:12])=[O:11])[CH2:6][CH2:5][CH2:4][CH2:3][CH2:2]1.C(O[CH:20]([CH3:23])[CH:21]=O)(=O)C.C(O)C(C)C>[Fe].O>[CH3:15][O:14][N:7]([CH:1]1[CH2:2][CH2:3][CH2:4][CH2:5][CH2:6]1)[C:8]([C:9]1[CH:21]=[C:20]([CH3:23])[O:11][C:10]=1[CH3:12])=[O:13]. Procedure: A mixture of 85.2 parts of N-cyclohexyl-N-methoxyacetoacetamide and 58.2 parts of 95.7% pure α-acetoxypropionaldehyde is added dropwise to a suspension of 19.4 parts of iron-III chloride in 100 parts of isobutanol at 40°-45° C. The mixture is then kept at 45° C. for 7.5 hours. Water is added to the reaction mixture, the batch is extracted with methylene chloride and the extract is evaporated. 104 parts of crude product are obtained; this can be distilled at 138°-145° C./0.3 mm Hg, to give 88.5 p... Starting materials: N#CCCNN, O=Cc1ccc(OCc2ccccc2)cc1. The product is N#CCCNN=Cc1ccc(OCc2ccccc2)cc1. As a reaction SMILES: [C:17](#[N:18])[CH2:19][CH2:20][NH:21][NH2:22].[CH2:1]([c:2]1[cH:3][cH:4][cH:5][cH:6][cH:7]1)[O:8][c:9]1[cH:10][cH:11][c:12]([CH:13]=[O:14])[cH:15][cH:16]1>>[CH2:1]([c:2]1[cH:3][cH:4][cH:5][cH:6][cH:7]1)[O:8][c:9]1[cH:10][cH:11][c:12]([CH:13]=[N:22][NH:21][CH2:20][CH2:19][C:17]#[N:18])[cH:15][cH:16]1. Starting materials: OC=1C=CC(=C(C(=O)OCC)C1)C (ethyl 5-hydroxy-2-methylbenzoate), ClC=1C=C(CBr)C=CC1 (3-chlorobenzyl bromide), C([O-])([O-])=O.[K+].[K+] (potassium carbonate). The solvent is CN(C=O)C (N,N-dimethylformamide). Conditions: time 18 hour. The product is ClC=1C=C(C=CC1)COC=1C=CC(=C(C(=O)OCC)C1)C (Ethyl 5-{[(3-chlorophenyl)methyl]oxy}-2-methylbenzoate). Yield: 103.7%. As a reaction SMILES: [OH:1][C:2]1[CH:3]=[CH:4][C:5]([CH3:13])=[C:6]([CH:12]=1)[C:7]([O:9][CH2:10][CH3:11])=[O:8].[Cl:14][C:15]1[CH:16]=[C:17]([CH:20]=[CH:21][CH:22]=1)[CH2:18]Br.C(=O)([O-])[O-].[K+].[K+]>CN(C)C=O>[Cl:14][C:15]1[CH:16]=[C:17]([CH2:18][O:1][C:2]2[CH:3]=[CH:4][C:5]([CH3:13])=[C:6]([CH:12]=2)[C:7]([O:9][CH2:10][CH3:11])=[O:8])[CH:20]=[CH:21][CH:22]=1 |f:2.3.4|. Procedure details: A suspension of ethyl 5-hydroxy-2-methylbenzoate (39.06 g, 217 mmol), 3-chlorobenzyl bromide (31.3 ml, 238 mmol) and potassium carbonate (44.9 g, 325 mmol) in N,N-dimethylformamide (1000 ml) was stirred at room temperature for 18 hours. The reaction was then filtered, diluted with ethyl acetate (2 L), washed with water (2 L then 3×1 L) and brine (1 L), filtered through a hydrophobic frit and concentrated to give the title compound as a dark yellow oil (68.61 g) which was used without further pur... The reactants are solution, B(Cl)(Cl)Cl (boron trichloride), BrC1=CC=C(C=C1)NC(=O)NN1C=NC2=C(C=CC=C2C1=O)OC (1-(p-bromophenyl)-3-(3,4-dihydro-8-methoxy-4-oxo-3-quinazolinyl)urea), C(O)([O-])=O.[Na+] (sodium hydrogen carbonate). Run in ClCCl (dichloromethane), ClCCl (dichloromethane). Run at time 20 hour. Yields the product BrC1=CC=C(C=C1)NC(=O)NN1C=NC2=C(C=CC=C2C1=O)O (1-(p-Bromophenyl)-3-(3,4-dihydro-8-hydroxy-4-oxo-3-quinazolinyl)urea). Reaction SMILES: B(Cl)(Cl)Cl.[Br:5][C:6]1[CH:11]=[CH:10][C:9]([NH:12][C:13]([NH:15][N:16]2[C:25](=[O:26])[C:24]3[C:19](=[C:20]([O:27]C)[CH:21]=[CH:22][CH:23]=3)[N:18]=[CH:17]2)=[O:14])=[CH:8][CH:7]=1.C(=O)([O-])O.[Na+]>ClCCl>[Br:5][C:6]1[CH:11]=[CH:10][C:9]([NH:12][C:13]([NH:15][N:16]2[C:25](=[O:26])[C:24]3[C:19](=[C:20]([OH:27])[CH:21]=[CH:22][CH:23]=3)[N:18]=[CH:17]2)=[O:14])=[CH:8][CH:7]=1 |f:2.3|. Procedure: A 1.0 molar solution of boron trichloride in dichloromethane (24 mL, 24.0 mmol BCl3) is added to a mixture of 1-(p-bromophenyl)-3-(3,4-dihydro-8-methoxy-4-oxo-3-quinazolinyl)urea (3.08 g, 7.91 mmol) in dichloromethane. The reaction mixture is stirred for 20 hours at room temperature, adjusted to about pH 8 with sodium hydrogen carbonate and concentrated in vacuo to obtain a slurry. The slurry is filtered and the filter cake is washed with water and dried to give the title product as a white soli... Starting materials: Cl.N1(CCOCC1)CCN1C(NC2=C(C1)C=C(C=N2)/C=C/C(=O)O)=O ((E)-3-[3-(2-morpholin-4-yl-ethyl)-2-oxo-1,2,3,4-tetrahydro-pyrido[2,3-d]pyrimidin-6-yl]acrylic acid hydrochloride), CNCC1=C(C2=CC=CC=C2C=C1)CCC (methyl-(1-propyl-naphthalen-2-ylmethyl)amine), Cl.CN1CC(NC2=C(C1)C=C(C=N2)/C=C/C(=O)O)=O ((E)-3-(4-methyl-2-oxo-2,3,4,5-tetrahydro-1H-pyrido[2,3-e][1,4]diazepin-7-yl)acrylic acid hydrochloride), CNCC=1N(C2=CC=CC=C2C1)C (methyl-(1-methyl-1H-indol-2-ylmethyl)amine). Product: Cl.CN(C(\C=C\C1=CC2=C(NC(N(C2)CCN2CCOCC2)=O)N=C1)=O)CC=1N(C2=CC=CC=C2C1)C ((E)-N-Methyl-N-(1-methyl-1H-indol-2-ylmethyl)-3-[3-(2-morpholin-4-yl-ethyl)-2-oxo-1,2,3,4-tetrahydro-pyrido[2,3-d]pyrimidin-6-yl]acrylamide hydrochloride). Yield: 61.0%. Reaction SMILES: [ClH:1].[N:2]1([CH2:8][CH2:9][N:10]2[CH2:15][C:14]3[CH:16]=[C:17](/[CH:20]=[CH:21]/[C:22]([OH:24])=O)[CH:18]=[N:19][C:13]=3[NH:12][C:11]2=[O:25])[CH2:7][CH2:6][O:5][CH2:4][CH2:3]1.Cl.[CH3:27][N:28]1[CH2:34][C:33]2[CH:35]=[C:36](/[CH:39]=[CH:40]/[C:41](O)=O)C=N[C:32]=2[NH:31][C:30](=O)[CH2:29]1.CNCC1N(C)C2C(C=1)=CC=CC=2.CNCC1C=CC2C(=CC=CC=2)C=1CCC>>[ClH:1].[CH3:32][N:31]([CH2:30][C:29]1[N:28]([CH3:27])[C:34]2[C:40]([CH:41]=1)=[CH:39][CH:36]=[CH:35][CH:33]=2)[C:22](=[O:24])/[CH:21]=[CH:20]/[C:17]1[CH:18]=[N:19][C:13]2[NH:12][C:11](=[O:25])[N:10]([CH2:9][CH2:8][N:2]3[CH2:7][CH2:6][O:5][CH2:4][CH2:3]3)[CH2:15][C:14]=2[CH:16]=1 |f:0.1,2.3,6.7|. Procedure details: According to the procedure of Example 1, except substituting (E)-3-[3-(2-morpholin-4-yl-ethyl)-2-oxo-1,2,3,4-tetrahydro-pyrido[2,3-d]pyrimidin-6-yl]acrylic acid hydrochloride for the (E)-3-(4-methyl-2-oxo-2,3,4,5-tetrahydro-1H-pyrido[2,3-e][1,4]diazepin-7-yl)acrylic acid hydrochloride, and substituting methyl-(1-methyl-1H-indol-2-ylmethyl)amine for the methyl-(1-propyl-naphthalen-2-ylmethyl)amine, the tide compound (355 mg, 61%) was prepared as a pale yellow solid: 1H NMR (300 MHz, DMSO-d6) δ 10... Starting materials: CS(=O)(=O)Cl (methanesulfonyl chloride), ClC1=C(C=CC(=C1)Cl)NCC=1C=NC=CC1 (3-(2,4-dichlorophenylaminomethyl)pyridine), C([O-])([O-])=O.[K+].[K+] (potassium carbonate). Solvent: ClCCl (dichloromethane). The product is ClC1=C(C=CC(=C1)Cl)N(S(=O)(=O)C)CC=1C=NC=CC1 (N-(2,4-dichlorophenyl)-N-(pyridin-3-ylmethyl)methanesulfonamide). RXN SMILES: [Cl:1][C:2]1[CH:7]=[C:6]([Cl:8])[CH:5]=[CH:4][C:3]=1[NH:9][CH2:10][C:11]1[CH:12]=[N:13][CH:14]=[CH:15][CH:16]=1.[CH3:17][S:18](Cl)(=[O:20])=[O:19].C(=O)([O-])[O-].[K+].[K+]>ClCCl>[Cl:1][C:2]1[CH:7]=[C:6]([Cl:8])[CH:5]=[CH:4][C:3]=1[N:9]([CH2:10][C:11]1[CH:12]=[N:13][CH:14]=[CH:15][CH:16]=1)[S:18]([CH3:17])(=[O:20])=[O:19] |f:2.3.4|. Reported procedure: A 2.7 g. portion of 3-(2,4-dichlorophenylaminomethyl)pyridine was dissolved in dichloromethane and reacted with 0.9 ml. of methanesulfonyl chloride in the presence of 1.4 g. of potassium carbonate at ambient temperature for several days. The reaction mixture was worked up as described in Example 4 to obtain 3.2 g. of oil, which was triturated with petroleum ether and then diethyl ether and filtered to obtain 2.8 g. of solid. The solid was triturated with chloroform, filtered and dried to obtain ... The reactants are N (Ammonia), Cl.C1(=CC=CC=C1)C1(CCNCC1)COC(C(=O)OC)C1=CC(=CC(=C1)C(F)(F)F)C(F)(F)F (Methyl 2-(4-phenylpiperidin-4-yl)methoxy-2-(3,5-bis(trifluoromethyl) phenyl)acetate Hydrochloride). The solvent is CO (methanol). Reaction conditions: time 48 hour. Product: Cl.C1(=CC=CC=C1)C1(CCNCC1)COC(C(=O)N)C1=CC(=CC(=C1)C(F)(F)F)C(F)(F)F (2-(4-Phenylpiperidin-4-yl)methoxy-2-(3,5-bis(trifluoromethyl)phenyl) acetamide Hydrochloride). Reaction SMILES: [NH3:1].[ClH:2].[C:3]1([C:9]2([CH2:15][O:16][CH:17]([C:22]3[CH:27]=[C:26]([C:28]([F:31])([F:30])[F:29])[CH:25]=[C:24]([C:32]([F:35])([F:34])[F:33])[CH:23]=3)[C:18]([O:20]C)=O)[CH2:14][CH2:13][NH:12][CH2:11][CH2:10]2)[CH:8]=[CH:7][CH:6]=[CH:5][CH:4]=1>CO>[ClH:2].[C:3]1([C:9]2([CH2:15][O:16][CH:17]([C:22]3[CH:23]=[C:24]([C:32]([F:33])([F:34])[F:35])[CH:25]=[C:26]([C:28]([F:29])([F:30])[F:31])[CH:27]=3)[C:18]([NH2:1])=[O:20])[CH2:10][CH2:11][NH:12][CH2:13][CH2:14]2)[CH:4]=[CH:5][CH:6]=[CH:7][CH:8]=1 |f:1.2,4.5|. Procedure: Ammonia gas was passed through a solution of the product of Example 9 (0.644 g) in dry methanol (50 ml) at -15° C. until saturated. The reaction flask was sealed with a rubber septum and allowed to stand at room temperature for 48 hours, then solvents were evaporated at reduced pressure. The residue was dissolved in acetonitrile (1 ml) and 2N aqueous hydrochloric acid (2 ml), and the solution freeze dried. The residue was boiled with ethyl acetate, allowed to cool, and the title compound collect...